Task: describe an organic reaction: reactants, conditions, products, and yield. Dataset: the Open Reaction Database (ORD), a public repository of structured organic reaction records Starting materials: [Cu](I)I (copper iodide), COC=1C=C(C=CC1OC)C#C (3,4-dimethoxyphenylacetylene). The solvent is N (ammonia), C(C)O (ethanol). Reaction conditions: time 1 hour. Product: [C-]#[C-].COC=1C=C(C=CC1OC)[Cu+2] (3,4-Dimethoxyphenylcopper Acetylide). The yield is 48.1%. As a reaction SMILES: [Cu:1](I)I.[CH3:4][O:5][C:6]1[CH:7]=[C:8](C#C)[CH:9]=[CH:10][C:11]=1[O:12][CH3:13]>N.C(O)C>[C-:6]#[C-:11].[CH3:4][O:5][C:6]1[CH:7]=[C:8]([Cu+2:1])[CH:9]=[CH:10][C:11]=1[O:12][CH3:13] |f:4.5|. Procedure: In 15 ml of aqueous ammonia was dissolved 0.39 g of copper iodide, and the solution was added to a solution of 0.33 g of 3,4-dimethoxyphenylacetylene in 20 ml of ethanol at room temperature. The mixture was stirred for 1 hour, filtered, washed five times with water, once with ethanol, and once with ethyl ether, and dried under reduced pressure at 40° C. to yield 110 mg of the title compound. Starting materials: CCCCCC, Cc1ccccc1, Nc1cc(Cl)c(Sc2ccc(C(F)(F)F)cc2Cl)cc1F, O=C=NC(=O)c1c(F)cccc1F. Product: O=C(NC(=O)c1c(F)cccc1F)Nc1cc(Cl)c(Sc2ccc(C(F)(F)F)cc2Cl)cc1F. Reaction SMILES: [CH3:35][CH2:36][CH2:37][CH2:38][CH2:39][CH3:40].[CH3:41][c:42]1[cH:43][cH:44][cH:45][cH:46][cH:47]1.[Cl:1][c:2]1[c:3]([S:10][c:11]2[c:12]([Cl:21])[cH:13][c:14]([C:17]([F:18])([F:19])[F:20])[cH:15][cH:16]2)[cH:4][c:5]([F:9])[c:6]([NH2:7])[cH:8]1.[F:22][c:23]1[c:24]([C:25](=[O:26])[N:27]=[C:28]=[O:29])[c:30]([F:34])[cH:31][cH:32][cH:33]1>>[Cl:1][c:2]1[c:3]([S:10][c:11]2[c:12]([Cl:21])[cH:13][c:14]([C:17]([F:18])([F:19])[F:20])[cH:15][cH:16]2)[cH:4][c:5]([F:9])[c:6]([NH:7][C:28]([NH:27][C:25]([c:24]2[c:23]([F:22])[cH:33][cH:32][cH:31][c:30]2[F:34])=[O:26])=[O:29])[cH:8]1. Reactants: COC=1C=C(C=CC1)C=1N=C2N(C=CC3=CC=CC=C23)C1 (2-(3-Methoxyphenyl)imidazo[2,1-a]isoquinoline), Br (hydrobromic acid). The solvent is C(C)(=O)O (acetic acid). The product is OC=1C=C(C=CC1)C=1N=C2N(C=CC3=CC=CC=C23)C1 (2-(3-Hydroxyphenyl)imidazo[2,1-a]isoquinoline). As a reaction SMILES: C[O:2][C:3]1[CH:4]=[C:5]([C:9]2[N:10]=[C:11]3[C:20]4[C:15](=[CH:16][CH:17]=[CH:18][CH:19]=4)[CH:14]=[CH:13][N:12]3[CH:21]=2)[CH:6]=[CH:7][CH:8]=1.Br>C(O)(=O)C>[OH:2][C:3]1[CH:4]=[C:5]([C:9]2[N:10]=[C:11]3[C:20]4[C:15](=[CH:16][CH:17]=[CH:18][CH:19]=4)[CH:14]=[CH:13][N:12]3[CH:21]=2)[CH:6]=[CH:7][CH:8]=1. Procedure details: 2-(3-Methoxyphenyl)imidazo[2,1-a]isoquinoline (11 g.) is refluxed for four hours in a mixture of 100 ml. of acetic acid and 100 ml. of 48 percent hydrobromic acid. The reaction mixture is evaporated to dryness and the residue is taken up with 200 ml. of water and 20 ml. of 30 percent sodium hydroxide. After filtration, the filtered solution is extracted with dichloromethane and the aqueous phase is neutralized with dilute hydrochloric acid. The resulting solid precipitate is collected by filtrat... The reactants are O (H2O), C(C)(C)(C)C=1C(=C(C=CC1)N1C(C(C1)(F)F)=O)CO[SiH](C)C (N-(tert butyl-2-dimethylsilyloxymethyl-phenyl)-3,3-difluoro-2-azetidinone), C(=O)(O)[O-].[Na+] (NaHCO3). The solvent is C(C)#N (acetonitrile). The product is OCC1=C(C=CC=C1)N1C(C(C1)(F)F)=O (N-(2-hydroxymethyl phenyl) 3,3-difluoro-2-azetidinone). As a reaction SMILES: C([C:5]1[C:6]([CH2:18][O:19][SiH](C)C)=[C:7]([N:11]2[CH2:14][C:13]([F:16])([F:15])[C:12]2=[O:17])[CH:8]=[CH:9][CH:10]=1)(C)(C)C.O.C([O-])(O)=O.[Na+]>C(#N)C>[OH:19][CH2:18][C:6]1[CH:5]=[CH:10][CH:9]=[CH:8][C:7]=1[N:11]1[CH2:14][C:13]([F:15])([F:16])[C:12]1=[O:17] |f:2.3|. Reported procedure: 0.19 mmole of compound 3a is dissolved in 1 ml of acetonitrile and this solution is added dropwise to a 40% H2O/HF mixture corresponding to 3 eq. Stirring is maintained for 5 min. at ambient temperature, followed by the neutralization of the excess HF by a 5% aqueous NaHCO3 solution. The reactants are Cl (HCl), NC1=C(N(C2=CC=CC(=C12)Cl)C(=O)OCC)C(C1=CC=CC=C1)=O (Ethyl 3-amino-2-benzoylchloro-1H-indole-1-caboxylate), N1=CC=CC=C1 (pyridine), ClC(=O)OC (methyl chloroformate). The solvent is ClCCl (dichloromethane). Reaction conditions: time 3 hour. The product is C(C1=CC=CC=C1)(=O)C=1N(C2=CC(=CC=C2C1NC(=O)OC)Cl)C(=O)OCC (Ethyl 2-benzoyl-6chloro-3-[(methoxycarbonyl)amino]-1H-indole-1-caboxylate). As a reaction SMILES: [NH2:1][C:2]1[C:10]2[C:5](=[CH:6][CH:7]=[CH:8][C:9]=2[Cl:11])[N:4]([C:12]([O:14][CH2:15][CH3:16])=[O:13])[C:3]=1[C:17](=[O:24])[C:18]1[CH:23]=[CH:22][CH:21]=[CH:20][CH:19]=1.N1C=CC=CC=1.Cl[C:32]([O:34][CH3:35])=[O:33].Cl>ClCCl>[C:17]([C:3]1[N:4]([C:12]([O:14][CH2:15][CH3:16])=[O:13])[C:5]2[C:6]([C:2]=1[NH:1][C:32]([O:34][CH3:35])=[O:33])=[CH:7][CH:8]=[C:9]([Cl:11])[CH:10]=2)(=[O:24])[C:18]1[CH:19]=[CH:20][CH:21]=[CH:22][CH:23]=1. Procedure details: To a solution of ethyl 3-amino-2-benzoyl-6-chloro-1H-indole-1-caboxylate (step 2, 1.5 g, 4.4 mmol) and pyridine (0.50 ml, 6.6 mmol) in dichloromethane (20 ml) was added methyl chloroformate (0.40 ml, 5.3 mmol) at room temperature. After stirring for 3 h, the mixture was poured into 2N aqueous HCl (20 ml) and extracted with dichloromethane (30 ml×2). The combined organic layers were dried (MgSO4) and concentrated to give 1.7 g (quant.) of the title compound as yellow amorphous solids. The reactants are N1=CC(=CC=C1)CN1C(CCC1)C=1C=C(C=CC1)O (3-[1-(3-pyridinylmethyl)-2-pyrrolidinyl]phenol), CN=C=O (methyl isocyanate), C([O-])([O-])=O.[K+].[K+] (potassium carbonate). Run in O1CCCC1 (tetrahydrofuran). Conditions: time 13 hour. Product: CNC(OC1=CC(=CC=C1)C1N(CCC1)CC=1C=NC=CC1)=O (3-[1-(3-Pyridinylmethyl)-2-pyrrolidinyl]phenyl methylcarbamate). The yield is 85.0%. As a reaction SMILES: [N:1]1[CH:6]=[CH:5][CH:4]=[C:3]([CH2:7][N:8]2[CH2:12][CH2:11][CH2:10][CH:9]2[C:13]2[CH:14]=[C:15]([OH:19])[CH:16]=[CH:17][CH:18]=2)[CH:2]=1.[CH3:20][N:21]=[C:22]=[O:23].C(=O)([O-])[O-].[K+].[K+]>O1CCCC1>[CH3:20][NH:21][C:22](=[O:23])[O:19][C:15]1[CH:16]=[CH:17][CH:18]=[C:13]([CH:9]2[CH2:10][CH2:11][CH2:12][N:8]2[CH2:7][C:3]2[CH:2]=[N:1][CH:6]=[CH:5][CH:4]=2)[CH:14]=1 |f:2.3.4|. Procedure: To a solution of 3-[1-(3-pyridinylmethyl)-2-pyrrolidinyl]phenol (0.92 g) in dry tetrahydrofuran (50 ml) was added methyl isocyanate (0.22 ml) followed by milled potassium carbonate (0.65 g) at ambient temperature, under nitrogen. The reaction mixture was stirred for 13 hrs, filtered through a pad of celite, and the filter cake was washed with ethyl acetate. The combined filtrates were concentrated. The residue was purified by flash column chromatography (silica gel, ethyl acetate). The appropria... Reactants: BrC=1C(=NC=C(C(=O)NC2=CC=C(C=C2)OC(C(F)F)(F)F)C1)N1C[C@@H](CC1)O ((R)-5-bromo-6-(3-hydroxypyrrolidin-1-yl)-N-(4-(1,1,2,2-tetrafluoroethoxy)phenyl)nicotinamide), FC=1C=NC=C(C1)B1OC(C(O1)(C)C)(C)C (3-fluoro-5-(4,4,5,5-tetramethyl-1,3,2-dioxaborolan-2-yl)pyridine). Yields the product FC=1C=C(C=NC1)C=1C(=NC=C(C1)C(=O)NC1=CC=C(C=C1)OC(C(F)F)(F)F)N1C[C@@H](CC1)O ((R)-5′-Fluoro-2-(3-hydroxypyrrolidin-1-yl)-N-(4-(1,1,2,2-tetrafluoroethoxy)phenyl)-[3,3′-bipyridine]-5-carboxamide). Reaction SMILES: Br[C:2]1[C:3]([N:24]2[CH2:28][CH2:27][C@@H:26]([OH:29])[CH2:25]2)=[N:4][CH:5]=[C:6]([CH:23]=1)[C:7]([NH:9][C:10]1[CH:15]=[CH:14][C:13]([O:16][C:17]([F:22])([F:21])[CH:18]([F:20])[F:19])=[CH:12][CH:11]=1)=[O:8].[F:30][C:31]1[CH:32]=[N:33][CH:34]=[C:35](B2OC(C)(C)C(C)(C)O2)[CH:36]=1>>[F:30][C:31]1[CH:36]=[C:35]([C:2]2[C:3]([N:24]3[CH2:28][CH2:27][C@@H:26]([OH:29])[CH2:25]3)=[N:4][CH:5]=[C:6]([C:7]([NH:9][C:10]3[CH:11]=[CH:12][C:13]([O:16][C:17]([F:22])([F:21])[CH:18]([F:19])[F:20])=[CH:14][CH:15]=3)=[O:8])[CH:23]=2)[CH:34]=[N:33][CH:32]=1. Procedure details: The title compound was prepared in an analogous fashion to that described in Example 151 using (R)-5-bromo-6-(3-hydroxypyrrolidin-1-yl)-N-(4-(1,1,2,2-tetrafluoroethoxy)phenyl)nicotinamide (Stage 212.1) and 3-fluoro-5-(4,4,5,5-tetramethyl-1,3,2-dioxaborolan-2-yl)pyridine to afford a solid. UPLC-MS (Condition 3), tR=0.96 min, m/z=495.3; 1H-NMR (400 MHz, DMSO-d6), δ ppm 1.75 (br. s, 1H) 1.86 (d, J=8.21 Hz, 1H) 2.88 (d, J=12.12 Hz, 1H) 3.17-3.29 (m, 3H) 3.35-3.46 (m, 1H) 4.21 (br. s, 1H) 4.88 (br. s...